Dataset: the Open Reaction Database (ORD), a public repository of structured organic reaction records. Task: describe an organic reaction: reactants, conditions, products, and yield Starting materials: ClC1=CC=C(S1)C(=O)N[C@@H]1C[C@H](N(C1)CC(NC1=C(C=C(C=C1)N1C(C=CC=C1)=O)F)=O)C(=O)O ((2S,4R)-4-[(5-chloro-thiophene-2-carbonyl)-amino]-1-{[2-fluoro-4-(2-oxo-pyridin-1-yl)-phenylcarbamoyl]-methyl}-pyrrolidine-2-carboxylic acid), NCCO (2-aminoethanol). Product: OCCNC(=O)[C@H]1N(C[C@@H](C1)NC(=O)C=1SC(=CC1)Cl)CC(NC1=C(C=C(C=C1)N1C(C=CC=C1)=O)F)=O ((2S,4R)-4-[(5-chloro-thiophene-2-carbonyl)-amino]-1-{[2-fluoro-4-(2-oxo-pyridin-1-yl)-phenylcarbamoyl]-methyl}-pyrrolidine-2-carboxylic acid (2-hydroxy-ethyl)-amide). Reaction SMILES: [Cl:1][C:2]1[S:6][C:5]([C:7]([NH:9][C@H:10]2[CH2:14][N:13]([CH2:15][C:16](=[O:32])[NH:17][C:18]3[CH:23]=[CH:22][C:21]([N:24]4[CH:29]=[CH:28][CH:27]=[CH:26][C:25]4=[O:30])=[CH:20][C:19]=3[F:31])[C@H:12]([C:33](O)=[O:34])[CH2:11]2)=[O:8])=[CH:4][CH:3]=1.[NH2:36][CH2:37][CH2:38][OH:39]>>[OH:39][CH2:38][CH2:37][NH:36][C:33]([C@@H:12]1[CH2:11][C@@H:10]([NH:9][C:7]([C:5]2[S:6][C:2]([Cl:1])=[CH:3][CH:4]=2)=[O:8])[CH2:14][N:13]1[CH2:15][C:16](=[O:32])[NH:17][C:18]1[CH:23]=[CH:22][C:21]([N:24]2[CH:29]=[CH:28][CH:27]=[CH:26][C:25]2=[O:30])=[CH:20][C:19]=1[F:31])=[O:34]. Reported procedure: Using general procedure D (2S,4R)-4-[(5-chloro-thiophene-2-carbonyl)-amino]—1-{[2-fluoro-4-(2-oxo-pyridin-1-yl)-phenylcarbamoyl]-methyl}-pyrrolidine-2-carboxylic acid (example 12) was coupled with 2-aminoethanol to give (2S,4R)-4-[(5-chloro-thiophene-2-carbonyl)-amino]-1-{[2-fluoro-4-(2-oxo-pyridin-1-yl)-phenylcarbamoyl]-methyl}-pyrrolidine-2-carboxylic acid (2-hydroxy-ethyl)-amide. White solid. MS 562.5 ([M+H]+) Reported procedure: A stirred solution of 3α-acetoxy-5α-pregnane-11,20-dione (0.375 g.) in ethyl orthoformate (10 ml) at 0° was treated with 9 drops of 75% perchloric acid over 20 minutes. Ca 10 drops of pyridine were then added and the mixture was extracted with ice-cold ether. The organic layer was washed with N hydrochloric acid solution, then aqueous sodium hydrogen carbonate and finally water. It was dried (MgSO4) and evaporated. The residue (0.5 g) was purified by preparative t.l.c. (ethyl acetate/petrol, 1:3... As a reaction SMILES: [C:1]([O:4][C@@H:5]1[CH2:24][CH2:23][C@@:22]2([CH3:25])[C@@H:7]([CH2:8][CH2:9][C@@H:10]3[C@@H:21]2[C:20](=[O:26])[CH2:19][C@@:18]2([CH3:27])[C@H:11]3[CH2:12][CH2:13][C@@H:14]2[C:15](=[O:17])[CH3:16])[CH2:6]1)(=[O:3])[CH3:2].N1[CH:33]=[CH:32]C=CC=1.[CH:34]([O-])([O-])[O:35]CC>Cl(O)(=O)(=O)=O>[C:1]([O:4][C@@H:5]1[CH2:24][CH2:23][C@@:22]2([CH3:25])[C@@H:7]([CH2:8][CH2:9][C@@H:10]3[C@@H:21]2[C:20](=[O:26])[CH2:19][C@@:18]2([CH3:27])[C@H:11]3[CH2:12][CH2:13][C@@H:14]2[C:15]([O:17][CH2:32][CH3:33])=[CH:16][CH:34]=[O:35])[CH2:6]1)(=[O:3])[CH3:2]. The reagents and catalysts are Cl(=O)(=O)(=O)O (perchloric acid), Ca. Starting materials: C(C)(=O)O[C@H]1C[C@@H]2CC[C@H]3[C@@H]4CC[C@H](C(C)=O)[C@]4(CC([C@@H]3[C@]2(CC1)C)=O)C (3α-acetoxy-5α-pregnane-11,20-dione), C(OCC)([O-])[O-] (ethyl orthoformate), N1=CC=CC=C1 (pyridine). Product: C(C)(=O)O[C@H]1C[C@@H]2CC[C@H]3[C@@H]4CC[C@H](C(=CC=O)OCC)[C@]4(CC([C@@H]3[C@]2(CC1)C)=O)C (3α-Acetoxy-20-ethoxy-21-formyl-5α-pregn-20-en-11-one). The reactants are ClC=1C=C2N=C(C(NC2=CC1Cl)=O)C=CC1=CC=C(C=C1)F (6,7-dichloro-3-[2-(4-fluorophenyl)vinyl]-1H-quinoxalin-2-one), P(=O)(Cl)(Cl)Cl (phosphorous oxychloride). The reagents and catalysts are CN(C1=CC=NC=C1)C (4-dimethylaminopyridine). Yields the product ClC1=NC2=CC(=C(C=C2N=C1C=CC1=CC=C(C=C1)F)Cl)Cl (2,6,7-Trichloro-3-[2-(4-fluorophenyl)vinyl]quinoxaline). Isolated yield 83.0%. As a reaction SMILES: [Cl:1][C:2]1[CH:3]=[C:4]2[C:9](=[CH:10][C:11]=1[Cl:12])[NH:8][C:7](=O)[C:6]([CH:14]=[CH:15][C:16]1[CH:21]=[CH:20][C:19]([F:22])=[CH:18][CH:17]=1)=[N:5]2.P(Cl)(Cl)([Cl:25])=O>CN(C)C1C=CN=CC=1>[Cl:25][C:7]1[C:6]([CH:14]=[CH:15][C:16]2[CH:21]=[CH:20][C:19]([F:22])=[CH:18][CH:17]=2)=[N:5][C:4]2[C:9](=[CH:10][C:11]([Cl:12])=[C:2]([Cl:1])[CH:3]=2)[N:8]=1. Procedure details: The above 6,7-dichloro-3-[2-(4-fluorophenyl)vinyl]-1H-quinoxalin-2-one (2.0 g, 6 mmol), 4-dimethylaminopyridine (0.2 g) and phosphorous oxychloride (POCl3) were mixed and refluxed for 30 minutes. After cooling, the mixture was poured onto ice (500 ml). The solid was filtered, washed with water and dried in vacuo at 30° C. overnight to afford 1.8 g (83%) of the title compound. The reactants are CC(C)OC(N[C@@H]1C[C@@H](N(C2=CC=C(C=C12)C=1C=NN(C1)CCN1CCC(CC1)NC(=O)OC(C)(C)C)C(C)=O)C)=O (1-Methylethyl[(cis)-1-acetyl-6-(1-{2-[4-({[(1,1-dimethylethyl)oxy]carbonyl}amino)-1-piperidinyl]ethyl}-1H-pyrazol-4-yl)-2-methyl-1,2,3,4-tetrahydro-4-quinolinyl]carbamate), Cl (HCl), ClCCl (dichloromethane), Intermediate 37, FC(C(=O)O)(F)F (trifluoroacetic acid). Run in CO (MeOH), CO (MeOH). Yields the product Cl.Cl.CC(C)N(C(O)=O)[C@@H]1C[C@@H](N(C2=CC=C(C=C12)C=1C=NN(C1)CCN1CCC(CC1)N)C(C)=O)C (1-methylethyl((cis)-1-acetyl-6-{1-[2-(4-amino-1-piperidinyl)ethyl]-1H-pyrazol-4-yl}-2-methyl-1,2,3,4-tetrahydro-4-quinolinyl)carbamate dihydrochloride). RXN SMILES: CC([O:4][C:5](=[O:42])[NH:6][C@H:7]1[C:16]2[C:11](=[CH:12][CH:13]=[C:14]([C:17]3[CH:18]=[N:19][N:20]([CH2:22][CH2:23][N:24]4[CH2:29][CH2:28][CH:27]([NH:30]C(OC(C)(C)C)=O)[CH2:26][CH2:25]4)[CH:21]=3)[CH:15]=2)[N:10]([C:38](=[O:40])[CH3:39])[C@@H:9]([CH3:41])[CH2:8]1)C.F[C:44](F)(F)[C:45](O)=O.[ClH:50].[Cl:51][CH2:52]Cl>CO>[ClH:51].[ClH:50].[CH3:52][CH:44]([N:6]([C@H:7]1[C:16]2[C:11](=[CH:12][CH:13]=[C:14]([C:17]3[CH:18]=[N:19][N:20]([CH2:22][CH2:23][N:24]4[CH2:29][CH2:28][CH:27]([NH2:30])[CH2:26][CH2:25]4)[CH:21]=3)[CH:15]=2)[N:10]([C:38](=[O:40])[CH3:39])[C@@H:9]([CH3:41])[CH2:8]1)[C:5](=[O:42])[OH:4])[CH3:45] |f:5.6.7|. Procedure details: 1-Methylethyl[(cis)-1-acetyl-6-(1-{2-[4-({[(1,1-dimethylethyl)oxy]carbonyl}amino)-1-piperidinyl]ethyl}-1H-pyrazol-4-yl)-2-methyl-1,2,3,4-tetrahydro-4-quinolinyl]carbamate (for a preparation see Intermediate 37) (130 mg, 0.223 mmol) was dissolved in dichloromethane (DCM) (1 mL), mixed with trifluoroacetic acid (0.5 mL, 6.49 mmol) and stirred under nitrogen. The crude product was concentrated and purified on MDAP. The product-containing fractions were evaporated to dryness, loaded onto a 2 g SCX c... Starting materials: COc1cc(N)ccc1-n1cnc(C)c1, COc1nc(C)nc(Cl)n1. Yields the product COc1nc(C)nc(Nc2ccc(-n3cnc(C)c3)c(OC)c2)n1. As a reaction SMILES: [CH3:1][O:2][c:3]1[cH:4][c:5]([NH2:15])[cH:6][cH:7][c:8]1-[n:9]1[cH:10][n:11][c:12]([CH3:14])[cH:13]1.[Cl:16][c:17]1[n:18][c:19]([CH3:25])[n:20][c:21]([O:23][CH3:24])[n:22]1>>[CH3:1][O:2][c:3]1[cH:4][c:5]([NH:15][c:17]2[n:18][c:19]([CH3:25])[n:20][c:21]([O:23][CH3:24])[n:22]2)[cH:6][cH:7][c:8]1-[n:9]1[cH:10][n:11][c:12]([CH3:14])[cH:13]1. The reactants are NC1=CC2=C(CCN(CC2)CC(=O)NC)C=C1OC (2-(7-amino-8-methoxy-1,2,4,5-tetrahydro-benzo[d]azepin-3-yl)-N-methyl-acetamide), ClC1=NC=C(C(=N1)N[C@H]1[C@@H](CCCC1)NS(=O)(=O)C)Cl (N-[(1R,2R)-2-(2,5-dichloro-pyrimidin-4-ylamino)-cyclohexyl]-methanesulfonamide), ClC=1C(=NC(=NC1)NC1=CC2=C(CCN(CC2)CC(=O)N(C)C)C=C1OC)N[C@H]1[C@@H](CCCC1)NS(=O)(=O)C (2-{7-[5-chloro-4-((1R,2R)-2-methanesulfonylamino-cyclohexylamino)-pyrimidin-2-ylamino]-8-methoxy-1,2,4,5-tetrahydro-benzo[d]azepin-3-yl}-N,N-dimethyl-acetamide). The product is ClC=1C(=NC(=NC1)NC1=CC2=C(CCN(CC2)CC(=O)NC)C=C1OC)N[C@H]1[C@@H](CCCC1)NS(=O)(=O)C (2-{7-[5-Chloro-4-((1R,2R)-2-methanesulfonylamino-cyclohexylamino)-pyrimidin-2-ylamino]-8-methoxy-1,2,4,5-tetrahydro-benzo[d]azepin-3-yl}-N-methyl-acetamide). RXN SMILES: NC1C(OC)=CC2CCN(CC(NC)=O)CCC=2C=1.ClC1N=C(N[C@@H]2CCCC[C@H]2NS(C)(=O)=O)C(Cl)=CN=1.[Cl:40][C:41]1[C:42]([NH:67][C@@H:68]2[CH2:73][CH2:72][CH2:71][CH2:70][C@H:69]2[NH:74][S:75]([CH3:78])(=[O:77])=[O:76])=[N:43][C:44]([NH:47][C:48]2[C:64]([O:65][CH3:66])=[CH:63][C:51]3[CH2:52][CH2:53][N:54]([CH2:57][C:58]([N:60](C)[CH3:61])=[O:59])[CH2:55][CH2:56][C:50]=3[CH:49]=2)=[N:45][CH:46]=1>>[Cl:40][C:41]1[C:42]([NH:67][C@@H:68]2[CH2:73][CH2:72][CH2:71][CH2:70][C@H:69]2[NH:74][S:75]([CH3:78])(=[O:77])=[O:76])=[N:43][C:44]([NH:47][C:48]2[C:64]([O:65][CH3:66])=[CH:63][C:51]3[CH2:52][CH2:53][N:54]([CH2:57][C:58]([NH:60][CH3:61])=[O:59])[CH2:55][CH2:56][C:50]=3[CH:49]=2)=[N:45][CH:46]=1. Procedure details: Following a procedure similar to Example 258c, 2-(7-amino-8-methoxy-1,2,4,5-tetrahydro-benzo[d]azepin-3-yl)-N-methyl-acetamide, prepared in analogous manner to Example 258a-b, and N-[(1R,2R)-2-(2,5-dichloro-pyrimidin-4-ylamino)-cyclohexyl]-methanesulfonamide were converted to 2-{7-[5-chloro-4-((1R,2R)-2-methanesulfonylamino-cyclohexylamino)-pyrimidin-2-ylamino]-8-methoxy-1,2,4,5-tetrahydro-benzo[d]azepin-3-yl}-N,N-dimethyl-acetamide (42 mg, 40%) as a white solid. MP: 92-104° C.; 1H-NMR (CDCl3) δ... Reactants: COCCBr, O=C([O-])[O-], [K+], [K+], CN(C)C=O, Cc1ccc2c(c1)C(=O)N(c1cccc(-c3ccc(C(N)=O)c4[nH]c5cc(O)ccc5c34)c1C)C2. Product: COCCOc1ccc2c(c1)[nH]c1c(C(N)=O)ccc(-c3cccc(N4Cc5ccc(C)cc5C4=O)c3C)c12. RXN SMILES: [Br:42][CH2:43][CH2:44][O:45][CH3:46].[C:36](=[O:37])([O-:38])[O-:39].[K+:40].[K+:41].[O:47]=[CH:48][N:49]([CH3:50])[CH3:51].[OH:1][c:2]1[cH:3][cH:4][c:5]2[c:6]3[c:7](-[c:18]4[c:19]([CH3:35])[c:20]([N:24]5[C:25](=[O:34])[c:26]6[cH:27][c:28]([CH3:33])[cH:29][cH:30][c:31]6[CH2:32]5)[cH:21][cH:22][cH:23]4)[cH:8][cH:9][c:10]([C:15](=[O:16])[NH2:17])[c:11]3[nH:12][c:13]2[cH:14]1>>[O:1]([c:2]1[cH:3][cH:4][c:5]2[c:6]3[c:7](-[c:18]4[c:19]([CH3:35])[c:20]([N:24]5[C:25](=[O:34])[c:26]6[cH:27][c:28]([CH3:33])[cH:29][cH:30][c:31]6[CH2:32]5)[cH:21][cH:22][cH:23]4)[cH:8][cH:9][c:10]([C:15](=[O:16])[NH2:17])[c:11]3[nH:12][c:13]2[cH:14]1)[CH2:43][CH2:44][O:45][CH3:46]. Reactants: C(C)(C)(C)OC(=O)NCCCCN1C=NC=2C(=NC=3C=CC=CC3C21)Cl (1-[4-(tert-butoxycarbonylamino)butyl]-4-chloro-1H-imidazo-[4,5-c]quinoline), FC(C(=O)O)(F)F (trifluoroacetic acid). Solvent: C(Cl)Cl (methylene chloride). Yields the product NCCCCN1C=NC=2C(=NC=3C=CC=CC3C21)Cl (1-(4-aminobutyl)-4-chloro-1H-imidazo[4,5-c]quinoline). Isolated yield 61.4%. As a reaction SMILES: C(OC([NH:8][CH2:9][CH2:10][CH2:11][CH2:12][N:13]1[C:25]2[C:24]3[CH:23]=[CH:22][CH:21]=[CH:20][C:19]=3[N:18]=[C:17]([Cl:26])[C:16]=2[N:15]=[CH:14]1)=O)(C)(C)C.FC(F)(F)C(O)=O>C(Cl)Cl>[NH2:8][CH2:9][CH2:10][CH2:11][CH2:12][N:13]1[C:25]2[C:24]3[CH:23]=[CH:22][CH:21]=[CH:20][C:19]=3[N:18]=[C:17]([Cl:26])[C:16]=2[N:15]=[CH:14]1. Reported procedure: 0.10 g (0.267 mmol) of 1-[4-(tert-butoxycarbonylamino)butyl]-4-chloro-1H-imidazo-[4,5-c]quinoline was dissolved in 6 ml of methylene chloride. 0.21 ml (2.67 mmol) of trifluoroacetic acid was added thereto and the mixture was concentrated under reduced pressure. 2 ml of a 1N sodium hydroxide aqueous solution and brine were added to the residue and the mixture was extracted five times with chloroform. The extract was dried (Na2SO4) and concentrated under reduced pressure. The residue was triturate... Reactants: CS(=O)(=O)Cl (Methane sulfonylchloride), Cl.NC1=CC=C(OCC(CN2CCC(CC2)(O)CC2=CC=CC=C2)O)C=C1 ((RS)-1-[3-(4-amino-phenoxy)-2-hydroxy-propyl]-4-benzyl-piperidin-4-ol hydrochloride), Cl (HCl), Cl.C(C1=CC=CC=C1)C1(CCN(CC1)CC(COC1=CC=C(C=C1)NS(=O)(=O)C)O)O ((RS)-N-{4-[3-(4-benzyl-4-hydroxy-piperidin-1-yl)-2-hydroxy-propoxy]-phenyl}-methanesulfonamide hydrochloride). Run in C(C)O (ethanol), C(Cl)Cl (CH2Cl2), N1=CC=CC=C1 (pyridine), C(C)(C)(C)OC (t-butylmethylether), [Cl-].[Na+].O (brine), O (water). Run at time 8 hour. Yields the product C(C1=CC=CC=C1)C1(CCN(CC1)CC(COC1=CC=C(C=C1)NS(=O)(=O)C)O)O ((RS)-N-{4-[3-(4-Benzyl-4-hydroxy-piperidin-1-yl)-2-hydroxy-propoxy]-phenyl}-methanesulfonamide). Reaction SMILES: CS(Cl)(=O)=O.Cl.NC1C=CC(OCC(O)CN2CCC(CC3C=CC=CC=3)(O)CC2)=CC=1.Cl.Cl.[CH2:35]([C:42]1([OH:64])[CH2:47][CH2:46][N:45]([CH2:48][CH:49]([OH:63])[CH2:50][O:51][C:52]2[CH:57]=[CH:56][C:55]([NH:58][S:59]([CH3:62])(=[O:61])=[O:60])=[CH:54][CH:53]=2)[CH2:44][CH2:43]1)[C:36]1[CH:41]=[CH:40][CH:39]=[CH:38][CH:37]=1>C(Cl)Cl.N1C=CC=CC=1.[Cl-].[Na+].O.C(O)C.C(OC)(C)(C)C.O>[CH2:35]([C:42]1([OH:64])[CH2:43][CH2:44][N:45]([CH2:48][CH:49]([OH:63])[CH2:50][O:51][C:52]2[CH:53]=[CH:54][C:55]([NH:58][S:59]([CH3:62])(=[O:61])=[O:60])=[CH:56][CH:57]=2)[CH2:46][CH2:47]1)[C:36]1[CH:37]=[CH:38][CH:39]=[CH:40][CH:41]=1 |f:1.2,4.5,8.9.10|. Procedure: Methane sulfonylchloride (0.105 ml, 1.4 mmol) was added to a suspension of (RS)-1-[3-(4-amino-phenoxy)-2-hydroxy-propyl]-4-benzyl-piperidin-4-ol hydrochloride (0.5 g, 1.3 mmol) in CH2Cl2 (10 ml) and pyridine (5 ml) at room temperature. The mixture was stirred at room temperature overnight, water (15 ml) and brine (15 ml) were added and the mixture was extracted with CH2Cl2 (5×25 ml). The organic phases were pooled, dried with Na2SO4 and the solvent evaporated. The residue was chromatographed ove... Reactants: [C@]12(C(=O)CC(CC1)C2(C)C)CS(=O)(=O)O ((1S)-(+)-10-camphorsulfonic acid), ClC1=NC=CC=C1C(CC)=O (1-(2-chloro-pyridin-3-yl)-propan-1-one), NC1=CC=CC=C1 (aniline). The solvent is C(Cl)Cl (methylene chloride), O1CCOCC1 (1,4-dioxane). Run at temperature 70 celsius. Product: C1(=CC=CC=C1)NC1=NC=CC=C1C(CC)=O (1-(2-phenylamino-pyridin-3-yl)-propan-1-one). Isolated yield 70.4%. RXN SMILES: Cl[C:2]1[C:7]([C:8](=[O:11])[CH2:9][CH3:10])=[CH:6][CH:5]=[CH:4][N:3]=1.[C@]12(CS(O)(=O)=O)C(C)(C)C(CC1)CC2=O.[NH2:27][C:28]1[CH:33]=[CH:32][CH:31]=[CH:30][CH:29]=1>O1CCOCC1.C(Cl)Cl>[C:28]1([NH:27][C:2]2[C:7]([C:8](=[O:11])[CH2:9][CH3:10])=[CH:6][CH:5]=[CH:4][N:3]=2)[CH:33]=[CH:32][CH:31]=[CH:30][CH:29]=1. Procedure: A solution of 1-(2-chloro-pyridin-3-yl)-propan-1-one (6.0 g, 35.4 mmol) in 1,4-dioxane (59.0 mL) in a high pressure reaction tube was treated with (1S)-(+)-10-camphorsulfonic acid (20.5 g, 88.4 mmol). The resulting mixture was heated to 70° C. until all of the solids went into solution. The reaction was raised out of the heating bath, opened and treated with aniline (4.94 g, 4.84 mL, 53.1 mmol). The vessel was then re-sealed and heated at 95° C. overnight. After cooling to room temperature, the ...